From a dataset of the Open Reaction Database (ORD), a public repository of structured organic reaction records. describe an organic reaction: reactants, conditions, products, and yield The reactants are ClC1=CC2=C(B(OC2C[N+](=O)[O-])O)C(=C1)OCCCO (5-chloro-7-(3-hydroxy-propoxy)-3-nitromethyl-3H-benzo[c][1,2]oxaborol-1-ol), [H][H] (hydrogen). Reagents/catalysts: [Ni] (Ni). Solvent: N (ammonia). The product is Cl.NCC1C2=C(B(O1)O)C(=CC(=C2)Cl)OCCCO (3-Aminomethyl-5-chloro-7-(3-hydroxy-propoxy)-3H-benzo[c][1,2]oxaborol-1-ol hydrochloride). The yield is 190.0%. As a reaction SMILES: [Cl:1][C:2]1[CH:15]=[C:14]([O:16][CH2:17][CH2:18][CH2:19][OH:20])[C:5]2[B:6]([OH:13])[O:7][CH:8]([CH2:9][N+:10]([O-])=O)[C:4]=2[CH:3]=1.[H][H]>N.[Ni]>[ClH:1].[NH2:10][CH2:9][CH:8]1[O:7][B:6]([OH:13])[C:5]2[C:14]([O:16][CH2:17][CH2:18][CH2:19][OH:20])=[CH:15][C:2]([Cl:1])=[CH:3][C:4]1=2 |f:4.5|. Procedure: To a 5-chloro-7-(3-hydroxy-propoxy)-3-nitromethyl-3H-benzo[c][1,2]oxaborol-1-ol 7 (80 mg, 0.27 mmol) in methanolic ammonia solution (2 M, 20 mL) was added Ra/Ni (˜0.1 g, 2800 Nickel slurry in water) and the reaction vessel was pressurized to 40 psi with hydrogen overnight at room temperature. The mixture was filtered through a pad of Celite® and washed with EtOAc. The filtrate was concentrated in vacuo and to the resulting residue was added water (1 mL), followed by conc HCl to pH 1. The heterog... Starting materials: CC(C)(C)OC(=O)CNC(=O)c1ccc(NC(=O)OCc2ccccc2)c(Cl)c1, C1CCOC1. Yields the product CC(C)(C)OC(=O)CNC(=O)c1ccc(N)c(Cl)c1. As a reaction SMILES: [CH2:1]([O:2][C:3](=[O:4])[NH:11][c:12]1[c:13]([Cl:29])[cH:14][c:15]([C:16](=[O:17])[NH:18][CH2:19][C:20](=[O:21])[O:22][C:23]([CH3:24])([CH3:25])[CH3:26])[cH:27][cH:28]1)[c:5]1[cH:6][cH:7][cH:8][cH:9][cH:10]1.[O:30]1[CH2:31][CH2:32][CH2:33][CH2:34]1>>[NH2:11][c:12]1[c:13]([Cl:29])[cH:14][c:15]([C:16](=[O:17])[NH:18][CH2:19][C:20](=[O:21])[O:22][C:23]([CH3:24])([CH3:25])[CH3:26])[cH:27][cH:28]1. The reactants are OCC1=CC(=C(C2=C(C=CC=C12)C)OCOC)OC (1-hydroxymethyl-3-methoxy-4-methoxymethoxy-5-methylnaphthalene). The reagents and catalysts are [O-2].[O-2].[Mn+4] (manganese dioxide). Run in ClCCl (dichloromethane). Conditions: time 8 hour. The product is COC=1C=C(C2=CC=CC(=C2C1OCOC)C)C=O (3-Methoxy-4-methoxymethoxy-5-methyl-1-naphthalenecarbaldehyde). As a reaction SMILES: [OH:1][CH2:2][C:3]1[C:12]2[C:7](=[C:8]([CH3:13])[CH:9]=[CH:10][CH:11]=2)[C:6]([O:14][CH2:15][O:16][CH3:17])=[C:5]([O:18][CH3:19])[CH:4]=1>[O-2].[O-2].[Mn+4].ClCCl>[CH3:19][O:18][C:5]1[CH:4]=[C:3]([CH:2]=[O:1])[C:12]2[C:7]([C:6]=1[O:14][CH2:15][O:16][CH3:17])=[C:8]([CH3:13])[CH:9]=[CH:10][CH:11]=2 |f:1.2.3|. Procedure details: 37 g of manganese dioxide was added to a dichloromethane (150 ml) solution of 1-hydroxymethyl-3-methoxy-4-methoxymethoxy-5-methylnaphthalene and agitated at room temperature overnight. The reaction suspension was filtered through Celite and the resultant filtrate was concentrated under reduced pressure, followed by purification by silica gel column chromatography (5% ethyl acetate/hexane) to obtain 3.8 g of the captioned compound as light yellowish brown crystals. Starting materials: Ic1ccccc1, C#CC=C1CCN(c2ncccc2[N+](=O)[O-])CC1. Yields the product O=[N+]([O-])c1cccnc1N1CCC(=CC#Cc2ccccc2)CC1. Reaction SMILES: [I:19][c:20]1[cH:21][cH:22][cH:23][cH:24][cH:25]1.[N+:1](=[O:2])([O-:3])[c:4]1[c:5]([N:10]2[CH2:11][CH2:12][C:13](=[CH:16][C:17]#[CH:18])[CH2:14][CH2:15]2)[n:6][cH:7][cH:8][cH:9]1>>[N+:1](=[O:2])([O-:3])[c:4]1[c:5]([N:10]2[CH2:11][CH2:12][C:13](=[CH:16][C:17]#[C:18][c:20]3[cH:21][cH:22][cH:23][cH:24][cH:25]3)[CH2:14][CH2:15]2)[n:6][cH:7][cH:8][cH:9]1. Starting materials: CS[O-].[Na+] (sodium methyl thioalcoholate), aqueous solution, ClCC1(CC(=NO1)SCC=1C(=NN(C1F)CC)C(F)(F)F)C (5-chloromethyl-3-(1-ethyl-5-fluoro-3-trifluoromethyl-1H-pyrazol-4-ylmethylthio)-5-methyl-2-isoxazoline), O (water), C(C)(=O)OCC (ethyl acetate). The solvent is CN(C=O)C (N,N-dimethylformamide). Conditions: time 8 hour. The product is crude product, ClCC1(CC(=NO1)SCC=1C(=NN(C1SC)CC)C(F)(F)F)C (5-chloromethyl-3-(1-ethyl-5-methylthio-3-trifluoromethyl-1H-pyrazol-4-ylmethylthio)-5-methyl-2-isoxazoline). As a reaction SMILES: [CH3:1][S:2][O-].[Na+].[Cl:5][CH2:6][C:7]1([CH3:26])[O:11][N:10]=[C:9]([S:12][CH2:13][C:14]2[C:15]([C:22]([F:25])([F:24])[F:23])=[N:16][N:17]([CH2:20][CH3:21])[C:18]=2F)[CH2:8]1.O.C(OCC)(=O)C>CN(C)C=O>[Cl:5][CH2:6][C:7]1([CH3:26])[O:11][N:10]=[C:9]([S:12][CH2:13][C:14]2[C:15]([C:22]([F:25])([F:24])[F:23])=[N:16][N:17]([CH2:20][CH3:21])[C:18]=2[S:2][CH3:1])[CH2:8]1 |f:0.1|. Procedure details: 4.21 g (9.0 mmoles) of sodium methyl thioalcoholate (in the form of a 15% aqueous solution) was added, at room temperature, into a solution of 1.08 g (3.0 mmoles) of 5-chloromethyl-3-(1-ethyl-5-fluoro-3-trifluoromethyl-1H-pyrazol-4-ylmethylthio)-5-methyl-2-isoxazoline dissolved in 10 ml of N,N-dimethylformamide. The mixture was stirred at room temperature overnight to give rise to a reaction. After the completion of the reaction, the reaction mixture was poured into water and extraction with eth... Starting materials: COC(=O)C=1C=NC=CC1 (methylpyridine-3-carboxylate), CC(=O)C (acetone), C[O-].[Na+] (Sodium methoxide). The solvent is C1CCOC1 (THF). Reaction conditions: time 72 hour. Product: N1=CC(=CC=C1)C(CC(C)=O)=O (1-(3-pyridyl)butane-1,3-dione). The yield is 29.4%. RXN SMILES: CO[C:3]([C:5]1[CH:6]=[N:7][CH:8]=[CH:9][CH:10]=1)=[O:4].[CH3:11][C:12]([CH3:14])=[O:13].C[O-].[Na+]>C1COCC1>[N:7]1[CH:8]=[CH:9][CH:10]=[C:5]([C:3](=[O:4])[CH2:11][C:12](=[O:13])[CH3:14])[CH:6]=1 |f:2.3|. Procedure details: To a solution of methylpyridine-3-carboxylate (20.0 g, 146 mmol) in THF (200 mL) was added acetone (50 mL, 681.0 mmol). Sodium methoxide (32.7 mL of 25% w/w, 146.0 mmol) was added dropwsie at rt under N2. The mixture was stirred at rt for 72 hours, quenched with sat. NH4Cl, acidifed with 1 N HCl to pH-5. The aqueous layer was extracted with EtOAc (3×). The combined organic layers were washed with brine, dried over MgSO4, filtered and concentrated to dryness. The crude material was purified by co...